Dataset: the Open Reaction Database (ORD), a public repository of structured organic reaction records. Task: describe an organic reaction: reactants, conditions, products, and yield Starting materials: C1COCCN1, CCN(CC)CCNc1nc(Cl)nc2ccccc12, C1CCOC1. Product: CCN(CC)CCNc1nc(N2CCOCC2)nc2ccccc12, Cl. RXN SMILES: [CH2:1]1[CH2:2][O:3][CH2:4][CH2:5][NH:6]1.[Cl:7][c:8]1[n:9][c:10]2[cH:11][cH:12][cH:13][cH:14][c:15]2[c:16]([NH:18][CH2:19][CH2:20][N:21]([CH2:22][CH3:23])[CH2:24][CH3:25])[n:17]1.[O:26]1[CH2:27][CH2:28][CH2:29][CH2:30]1>>[CH2:1]1[CH2:2][O:3][CH2:4][CH2:5][N:6]1[c:8]1[n:9][c:10]2[cH:11][cH:12][cH:13][cH:14][c:15]2[c:16]([NH:18][CH2:19][CH2:20][N:21]([CH2:22][CH3:23])[CH2:24][CH3:25])[n:17]1.[ClH:7].